This data is from the Open Reaction Database (ORD), a public repository of structured organic reaction records. The task is: describe an organic reaction: reactants, conditions, products, and yield Starting materials: ClC=1C=CC(=C(C(=O)C2CCN(CC2)C(=O)OC(C)(C)C)C1)F (tert-butyl 4-(5-chloro-2-fluorobenzoyl)piperidine-1-carboxylate), Cl (HCl). Solvent: hexanes, O1CCOCC1 (dioxane). Reaction conditions: time 8 hour. The product is ClC=1C=CC(=C(C1)C(=O)C1CCNCC1)F ((5-chloro-2-fluorophenyl)(piperidin-4-yl)methanone), Cl (HCl). Isolated yield 475.0%. Reaction SMILES: [Cl:1][C:2]1[CH:3]=[CH:4][C:5]([F:23])=[C:6]([CH:22]=1)[C:7]([CH:9]1[CH2:14][CH2:13][N:12](C(OC(C)(C)C)=O)[CH2:11][CH2:10]1)=[O:8].[ClH:24]>O1CCOCC1>[Cl:1][C:2]1[CH:3]=[CH:4][C:5]([F:23])=[C:6]([C:7]([CH:9]2[CH2:10][CH2:11][NH:12][CH2:13][CH2:14]2)=[O:8])[CH:22]=1.[ClH:24]. Reported procedure: A solution of tert-butyl 4-(5-chloro-2-fluorobenzoyl)piperidine-1-carboxylate (287.9 mg, 0.843 mmol) in dioxane (2.41 mL) was treated with HCl (2.11 mL, 8.43 mmol) at rt and the resulting reaction mixture was stirred overnight. The reaction mixture was diluted with hexanes and filtered by suction to afford (5-chloro-2-fluorophenyl)(piperidin-4-yl)methanone as its HCl salt (146 mg, 62.3%) as a yellow solid. ESI-MS m/z [M+H]+242.20. Starting materials: CCN(C(C)C)C(C)C (DIPEA), BrP(C1=CC=CC=C1)(C1=CC=CC=C1)(C1=CC=CC=C1)Br (Dibromo(triphenyl)phosphorane), NC=1C(=NC(=CN1)C1CCN(CC1)C(CC)=O)C(=O)NN (3-amino-6-(1-propanoyl-4-piperidyl)pyrazine-2-carbohydrazide), BrCC1=CC=C(C(=O)O)C=C1 (4-(bromomethyl)benzoic acid). Run in CC#N (MeCN), C(C)(=O)OCC (ethyl acetate). Conditions: time 1 hour. The product is NC=1N=CC(=NC1C=1OC(=NN1)C1=CC=C(C=C1)CBr)C1CCN(CC1)C(CC)=O (1-[4-[5-amino-6-[5-[4-(bromomethyl)phenyl]-1,3,4-oxadiazol-2-yl]pyrazin-2-yl]-1-piperidyl]propan-1-one). As a reaction SMILES: BrP(Br)(C1C=CC=CC=1)(C1C=CC=CC=1)C1C=CC=CC=1.[NH2:22][C:23]1[C:24]([C:39]([NH:41][NH2:42])=[O:40])=[N:25][C:26]([CH:29]2[CH2:34][CH2:33][N:32]([C:35](=[O:38])[CH2:36][CH3:37])[CH2:31][CH2:30]2)=[CH:27][N:28]=1.[Br:43][CH2:44][C:45]1[CH:53]=[CH:52][C:48]([C:49](O)=O)=[CH:47][CH:46]=1.CCN(C(C)C)C(C)C>CC#N.C(OCC)(=O)C>[NH2:22][C:23]1[N:28]=[CH:27][C:26]([CH:29]2[CH2:30][CH2:31][N:32]([C:35](=[O:38])[CH2:36][CH3:37])[CH2:33][CH2:34]2)=[N:25][C:24]=1[C:39]1[O:40][C:49]([C:48]2[CH:52]=[CH:53][C:45]([CH2:44][Br:43])=[CH:46][CH:47]=2)=[N:42][N:41]=1. Procedure details: Dibromo(triphenyl)phosphorane (682 mg, 1.6 mmol) was added to a suspension of 3-amino-6-(1-propanoyl-4-piperidyl)pyrazine-2-carbohydrazide (105 mg, 0.36 mmol) and 4-(bromomethyl)benzoic acid (77 mg, 0.36 mmol) in MeCN (2 mL) at room temperature and the resulting solution was stirred for 1 h under an atmosphere of nitrogen. DIPEA (278.5 mg, 375.3 μL, 2.155 mmol) was added dropwise and the solution was stirred for 2 h. The reaction mixture was diluted with ethyl acetate, washed with 50% saturated ... Starting materials: COC=1C=C(C=CC1)C=CC1CCCCC(N1)=O (hexahydro-7-[2-(3-methoxyphenyl)ethenyl]-2H-azepin-2-one). Reagents/catalysts: [Pd] (Pd on carbon). Solvent: CO (MeOH). The product is COC=1C=C(C=CC1)CCC1CCCCC(N1)=O (hexahydro-7-(2-(3-methoxyphenyl)ethyl]-2H-azepin-2-one). Reaction SMILES: [CH3:1][O:2][C:3]1[CH:4]=[C:5]([CH:9]=[CH:10][CH:11]2[NH:17][C:16](=[O:18])[CH2:15][CH2:14][CH2:13][CH2:12]2)[CH:6]=[CH:7][CH:8]=1>CO.[Pd]>[CH3:1][O:2][C:3]1[CH:4]=[C:5]([CH2:9][CH2:10][CH:11]2[NH:17][C:16](=[O:18])[CH2:15][CH2:14][CH2:13][CH2:12]2)[CH:6]=[CH:7][CH:8]=1. Procedure details: The title material of Example 163 in MeOH is hydrogenated over Pd on carbon in a standard Parr apparatus by the method of Example 35 to generate the title product. Reactants: CC(C)(C)OC(=O)N1CCN(c2ccc(Br)nc2)CC1, ClCCl, O=C(O)C(F)(F)F. Yields the product Brc1ccc(N2CCNCC2)cn1. As a reaction SMILES: [Br:8][c:9]1[cH:10][cH:11][c:12]([N:15]2[CH2:16][CH2:17][N:18]([C:21]([O:22][C:23]([CH3:24])([CH3:25])[CH3:26])=[O:27])[CH2:19][CH2:20]2)[cH:13][n:14]1.[Cl:28][CH2:29][Cl:30].[OH:1][C:2]([C:3]([F:4])([F:5])[F:6])=[O:7]>>[Br:8][c:9]1[cH:10][cH:11][c:12]([N:15]2[CH2:16][CH2:17][NH:18][CH2:19][CH2:20]2)[cH:13][n:14]1. Reactants: COC(=O)C1=CC=C2C(C(NC2=C1)=O)(C)CC1=CC=CC=C1 (3-Benzyl-3-methyl-2-oxo-2,3-dihydro-1H-indole-6-carboxylic acid methyl ester), O (water), [OH-].[Na+] (sodium hydroxide), C(C)O (ethanol). Run in O1CCCC1 (tetrahydrofuran). Yields the product C(C1=CC=CC=C1)C1(C(NC2=CC(=CC=C12)C(=O)O)=O)C (3-Benzyl-3-methyl-2-oxo-2,3-dihydro-1H-indole-6-carboxylic acid). Reaction SMILES: C[O:2][C:3]([C:5]1[CH:13]=[C:12]2[C:8]([C:9]([CH2:16][C:17]3[CH:22]=[CH:21][CH:20]=[CH:19][CH:18]=3)([CH3:15])[C:10](=[O:14])[NH:11]2)=[CH:7][CH:6]=1)=[O:4].[OH-].[Na+].C(O)C.O>O1CCCC1>[CH2:16]([C:9]1([CH3:15])[C:8]2[C:12](=[CH:13][C:5]([C:3]([OH:4])=[O:2])=[CH:6][CH:7]=2)[NH:11][C:10]1=[O:14])[C:17]1[CH:22]=[CH:21][CH:20]=[CH:19][CH:18]=1 |f:1.2|. Procedure details: In a manner similar to that of Example 1C, by reacting 3-Benzyl-3-methyl-2-oxo-2,3-dihydro-1H-indole-6-carboxylic acid methyl ester (1.06 mmol) obtained in Example 19(B), sodium hydroxide (260 mg, 6.5 mmol), ethanol (10 ml) and water (1 ml) in tetrahydrofuran (10 ml), expected derivative was obtained as a white solid. The reagents and catalysts are [Pd] (palladium on carbon). Solvent: CO.CCOC(=O)C (MeOH EtOAc). Reaction SMILES: C([O:8][C:9]1[CH:14]=[CH:13][CH:12]=[CH:11][C:10]=1[C:15]1[CH:20]=[CH:19][C:18]([Cl:21])=[CH:17][C:16]=1[N:22]1[CH2:27][CH2:26][N:25]([CH2:28][C:29]2[N:33]([CH2:34][C:35]3[CH:40]=[CH:39][C:38]([C:41]#[N:42])=[C:37]([F:43])[CH:36]=3)[CH:32]=[N:31][CH:30]=2)[CH2:24][C:23]1=[O:44])C1C=CC=CC=1.[F:45][C:46]([F:51])([F:50])[C:47]([OH:49])=[O:48].[H][H]>CO.CCOC(C)=O.[Pd]>[F:45][C:46]([F:51])([F:50])[C:47]([OH:49])=[O:48].[OH:8][C:9]1[CH:14]=[CH:13][CH:12]=[CH:11][C:10]=1[C:15]1[CH:20]=[CH:19][C:18]([Cl:21])=[CH:17][C:16]=1[N:22]1[CH2:27][CH2:26][N:25]([CH2:28][C:29]2[N:33]([CH2:34][C:35]3[CH:40]=[CH:39][C:38]([C:41]#[N:42])=[C:37]([F:43])[CH:36]=3)[CH:32]=[N:31][CH:30]=2)[CH2:24][C:23]1=[O:44] |f:3.4,6.7|. Procedure: To a solution of the benzyl ether from Step F (402 mg, 0.647 mmol) in 5 mL of 1:1 MeOH/EtOAc was added trifluoroacetic acid (0.10 mL) and 10% palladium on carbon (200 mg). The solution was stirred under a balloon atmosphere of hydrogen at room temperature. After 16 hours, the solution was filtered through celite, and the filter pad was rinsed with 1:1 MeOH/EtOAc. Concentration in vacuo provided the titled product as a white foam. Reactants: [H][H] (hydrogen), C(C1=CC=CC=C1)OC1=C(C=CC=C1)C1=C(C=C(C=C1)Cl)N1C(CN(CC1)CC1=CN=CN1CC1=CC(=C(C=C1)C#N)F)=O (1-[2-(2-(Benzyloxy)phenyl)-5-chlorophenyl]-4-[1-(4-cyano-3-fluorobenzyl)-5-imidazolylmethyl]-2-piperazinone), FC(C(=O)O)(F)F (trifluoroacetic acid). Run at time 16 hour. Yields the product FC(C(=O)O)(F)F.OC1=C(C=CC=C1)C1=C(C=C(C=C1)Cl)N1C(CN(CC1)CC1=CN=CN1CC1=CC(=C(C=C1)C#N)F)=O (1-[2-(2-Hydroxyphenyl)-5-chlorophenyl]-4-[1-(4-cyano-3-fluorobenzyl)-5-imidazolylmethyl]-2-piperazinone Trifluoroacetate). The reactants are CCC(CC)(c1ccc(C#CC2(O[Si](C)(C)C)CCCC2)c(C)c1)c1ccc(B2OC(C)(C)C(C)(C)O2)c(C)c1, COC(=O)Cc1ccc(Br)cn1, CN(C)C=O, [Cl-], [K+], [K+], [K+], [NH4+], O=P([O-])([O-])[O-]. Product: CCC(CC)(c1ccc(C#CC2(O[Si](C)(C)C)CCCC2)c(C)c1)c1ccc(-c2ccc(CC(=O)OC)nc2)c(C)c1. RXN SMILES: [CH2:1]([CH3:2])[C:3]([CH2:4][CH3:5])([c:6]1[cH:7][c:8]([CH3:24])[c:9]([C:12]#[C:13][C:14]2([O:19][Si:20]([CH3:21])([CH3:22])[CH3:23])[CH2:15][CH2:16][CH2:17][CH2:18]2)[cH:10][cH:11]1)[c:25]1[cH:26][c:27]([CH3:40])[c:28]([B:31]2[O:32][C:33]([CH3:34])([CH3:35])[C:36]([CH3:37])([CH3:38])[O:39]2)[cH:29][cH:30]1.[CH3:41][O:42][C:43]([CH2:44][c:45]1[n:46][cH:47][c:48]([Br:51])[cH:49][cH:50]1)=[O:52].[CH3:63][N:64]([CH3:65])[CH:66]=[O:67].[Cl-:61].[K+:58].[K+:59].[K+:60].[NH4+:62].[P:53]([O-:54])([O-:55])([O-:56])=[O:57]>>[CH2:1]([CH3:2])[C:3]([CH2:4][CH3:5])([c:6]1[cH:7][c:8]([CH3:24])[c:9]([C:12]#[C:13][C:14]2([O:19][Si:20]([CH3:21])([CH3:22])[CH3:23])[CH2:15][CH2:16][CH2:17][CH2:18]2)[cH:10][cH:11]1)[c:25]1[cH:26][c:27]([CH3:40])[c:28](-[c:48]2[cH:47][n:46][c:45]([CH2:44][C:43]([O:42][CH3:41])=[O:52])[cH:50][cH:49]2)[cH:29][cH:30]1.